From a dataset of the Open Reaction Database (ORD), a public repository of structured organic reaction records. describe an organic reaction: reactants, conditions, products, and yield Reactants: C(C)(C)(C)OC(C(C=C)(C)C#N)=O (2-Cyano-2-methyl-but-3-enoic acid tert-butyl ester). Run in Cl (hydrochloric acid), O1CCOCC1 (dioxane). Reaction conditions: time 38 hour. Yields the product C(#N)C(C(=O)O)(C=C)C (2-Cyano-2-methyl-but-3-enoic acid). RXN SMILES: C([O:5][C:6](=[O:13])[C:7]([C:11]#[N:12])([CH3:10])[CH:8]=[CH2:9])(C)(C)C>Cl.O1CCOCC1>[C:11]([C:7]([CH3:10])([CH:8]=[CH2:9])[C:6]([OH:13])=[O:5])#[N:12]. Procedure: 2-Cyano-2-methyl-but-3-enoic acid tert-butyl ester (362 mg, 2 mmol) was suspended in 4 M hydrochloric acid in dioxane (10 mL) and the reaction mixture stirred for 38 h and then evaporated. The residue was used directly in the next reaction. Reactants: CSc1cccc(-c2nc(=O)c3ccccc3s2)n1, ClC(Cl)Cl, O=C(OO)c1cccc(Cl)c1. Product: CS(=O)c1cccc(-c2nc(=O)c3ccccc3s2)n1. As a reaction SMILES: [CH3:1][S:2][c:3]1[cH:4][cH:5][cH:6][c:7](-[c:9]2[s:10][c:11]3[c:12]([c:13](=[O:15])[n:14]2)[cH:16][cH:17][cH:18][cH:19]3)[n:8]1.[CH:31]([Cl:32])([Cl:33])[Cl:34].[OH:20][O:21][C:22]([c:23]1[cH:24][c:25]([Cl:26])[cH:27][cH:28][cH:29]1)=[O:30]>>[CH3:1][S:2]([c:3]1[cH:4][cH:5][cH:6][c:7](-[c:9]2[s:10][c:11]3[c:12]([c:13](=[O:15])[n:14]2)[cH:16][cH:17][cH:18][cH:19]3)[n:8]1)=[O:20]. The reagents and catalysts are [Ni] (Raney-nickel). Reaction SMILES: [C:1]([C:3]1[CH:18]=[CH:17][C:6]([C:7]([CH2:15][CH3:16])([OH:14])[C:8]2[CH:13]=[CH:12][CH:11]=[CH:10][CH:9]=2)=[CH:5][CH:4]=1)#N.[OH-].[NH4+].[NH2:21][CH2:22]C1C=CC(C(CC)(O)C2C=CC=CC=2)=CC=1>[Ni].C(O)C>[NH2:21][CH2:22][CH2:1][C:3]1[CH:18]=[CH:17][C:6]([C:7]([CH2:15][CH3:16])([OH:14])[C:8]2[CH:13]=[CH:12][CH:11]=[CH:10][CH:9]=2)=[CH:5][CH:4]=1 |f:1.2|. Reactants: C(#N)C1=CC=C(C(C2=CC=CC=C2)(O)CC)C=C1 (4-cyano-α-ethyl-benzhydrol), [OH-].[NH4+] (ammonium hydroxide), NCC1=CC=C(C(C2=CC=CC=C2)(O)CC)C=C1 (4-aminomethyl-α-ethyl-benzhydrol). The solvent is C(C)O (ethanol). The product is NCCC1=CC=C(C(C2=CC=CC=C2)(O)CC)C=C1 (4-Aminoethyl-α-ethyl-benzhydrol). Reported procedure: 24 g. of 4-cyano-α-ethyl-benzhydrol are dissolved in 192 ml. of ethanol, and 48 ml. of a 25% aqueous ammonium hydroxide solution and 9.6 g. of Raney-nickel are added. The reaction mixture is hydrogenated at 50° C. After the uptake of the theoretical amount of hydrogen the catalyst is filtered off, and the clear filtrate is evaporated to dryness under reduced pressure. The solid residue is recrystallized from a mixture of n-heptane and benzene to yield 17 g. of 4-aminomethyl-α-ethyl-benzhydrol me... The reactants are [Al+3], CCOC(=O)c1sc(-n2cnn(Cc3ccc(F)cc3)c2=O)nc1C, [H-], [H-], [H-], [H-], [Li+], C1CCOC1. The product is Cc1nc(-n2cnn(Cc3ccc(F)cc3)c2=O)sc1CO. RXN SMILES: [Al+3:27].[F:1][c:2]1[cH:3][cH:4][c:5]([CH2:6][n:7]2[n:8][cH:9][n:10](-[c:13]3[s:14][c:15]([C:19](=[O:20])[O:21][CH2:22][CH3:23])[c:16]([CH3:18])[n:17]3)[c:11]2=[O:12])[cH:24][cH:25]1.[H-:26].[H-:29].[H-:30].[H-:31].[Li+:28].[O:32]1[CH2:33][CH2:34][CH2:35][CH2:36]1>>[F:1][c:2]1[cH:3][cH:4][c:5]([CH2:6][n:7]2[n:8][cH:9][n:10](-[c:13]3[s:14][c:15]([CH2:19][OH:20])[c:16]([CH3:18])[n:17]3)[c:11]2=[O:12])[cH:24][cH:25]1. RXN SMILES: [F:1][C:2]1([F:43])[CH2:7][C@H:6]([O:8][C:9]2[CH:14]=[CH:13][C:12]([S:15]([N:18](CC3C=CC(OC)=CC=3OC)[C:19]3[CH:24]=[CH:23][N:22]=[CH:21][N:20]=3)(=[O:17])=[O:16])=[C:11]([F:36])[CH:10]=2)[C@@H:5]([C:37]2[N:41]([CH3:42])[N:40]=[CH:39][CH:38]=2)[CH2:4][CH2:3]1.C([SiH](CC)CC)C.FC(F)(F)C(O)=O>ClCCl>[F:43][C:2]1([F:1])[CH2:7][C@H:6]([O:8][C:9]2[CH:14]=[CH:13][C:12]([S:15]([NH:18][C:19]3[CH:24]=[CH:23][N:22]=[CH:21][N:20]=3)(=[O:16])=[O:17])=[C:11]([F:36])[CH:10]=2)[C@@H:5]([C:37]2[N:41]([CH3:42])[N:40]=[CH:39][CH:38]=2)[CH2:4][CH2:3]1. Reported procedure: The reaction and aftertreatment were conducted in the same manner as in Example 1b by using the 4-{[(1S*,2R*)-5,5-difluoro-2-(1-methyl-1H-pyrazol-5-yl)cyclohexyl]oxy}-N-(2,4-dimethoxybenzyl)-2-fluoro-N-(pyrimidin-4-yl)benzenesulfonamide (0.18 g, 0.29 mmol) prepared in Example 110a, triethylsilane (0.20 mL), trifluoroacetic acid (2.0 mL) and dichloromethane (2.0 mL), to yield the title compound (100 mg, 73%) as a colorless solid. Yields the product FC1(CC[C@@H]([C@H](C1)OC1=CC(=C(C=C1)S(=O)(=O)NC1=NC=NC=C1)F)C1=CC=NN1C)F (4-{[(1S*,2R*)-5,5-Difluoro-2-(1-methyl-1H-pyrazol-5-yl)cyclohexyl]oxy}-2-fluoro-N-(pyrimidin-4-yl)benzenesulfonamide). Reactants: FC1(CC[C@@H]([C@H](C1)OC1=CC(=C(C=C1)S(=O)(=O)N(C1=NC=NC=C1)CC1=C(C=C(C=C1)OC)OC)F)C1=CC=NN1C)F (4-{[(1S*,2R*)-5,5-difluoro-2-(1-methyl-1H-pyrazol-5-yl)cyclohexyl]oxy}-N-(2,4-dimethoxybenzyl)-2-fluoro-N-(pyrimidin-4-yl)benzenesulfonamide), C(C)[SiH](CC)CC (triethylsilane), FC(C(=O)O)(F)F (trifluoroacetic acid). Yield: 73.8%. Solvent: ClCCl (dichloromethane). Reactants: CC(=O)OC(C)=O, O=CO, NCC(CCO)(c1ccccc1)c1ccccc1. Yields the product O=CNCC(CCO)(c1ccccc1)c1ccccc1. RXN SMILES: [CH3:19][C:20](=[O:21])[O:22][C:23](=[O:24])[CH3:25].[CH:26]([OH:27])=[O:28].[NH2:1][CH2:2][C:3]([CH2:4][CH2:5][OH:6])([c:7]1[cH:8][cH:9][cH:10][cH:11][cH:12]1)[c:13]1[cH:14][cH:15][cH:16][cH:17][cH:18]1>>[NH:1]([CH2:2][C:3]([CH2:4][CH2:5][OH:6])([c:7]1[cH:8][cH:9][cH:10][cH:11][cH:12]1)[c:13]1[cH:14][cH:15][cH:16][cH:17][cH:18]1)[CH:20]=[O:21]. The reactants are Oc1cccc(Br)c1, O=C([O-])[O-], CS(C)=O, [K+], [K+], O=C(C(=O)c1ccc([N+](=O)[O-])cc1)c1ccccc1. Product: O=C(C(=O)c1ccc(Oc2cccc(Br)c2)cc1)c1ccccc1. RXN SMILES: [Br:20][c:21]1[cH:22][c:23]([OH:27])[cH:24][cH:25][cH:26]1.[C:28](=[O:29])([O-:30])[O-:31].[CH3:34][S:35]([CH3:36])=[O:37].[K+:32].[K+:33].[N+:1]([O-:2])(=[O:3])[c:4]1[cH:5][cH:6][c:7]([C:10](=[O:11])[C:12](=[O:13])[c:14]2[cH:15][cH:16][cH:17][cH:18][cH:19]2)[cH:8][cH:9]1>>[c:4]1([O:27][c:23]2[cH:22][c:21]([Br:20])[cH:26][cH:25][cH:24]2)[cH:5][cH:6][c:7]([C:10](=[O:11])[C:12](=[O:13])[c:14]2[cH:15][cH:16][cH:17][cH:18][cH:19]2)[cH:8][cH:9]1.